Task: describe an organic reaction: reactants, conditions, products, and yield. Dataset: the Open Reaction Database (ORD), a public repository of structured organic reaction records The reactants are C(N)(OC(C)(C)C)=O (tert-butyl carbamate), C(C1=CC=CC=C1)N1C2C(CC(C1)CC2)O (2-benzyl-2-azabicyclo[2.2.2]octan-6-ol). Product: C(C1=CC=CC=C1)N1C2C(CC(C1)CC2)O (2-benzyl-2-azabicyclo[2.2.2]octan-6-ol), alcohol, O=C1CC2CN(C1CC2)C(=O)OC(C)(C)C (tert-butyl 6-oxo-2-azabicyclo[2.2.2]octane-2-carboxylate). RXN SMILES: [CH2:1]([N:8]1[CH2:13][CH:12]2[CH2:14][CH2:15][CH:9]1[CH:10]([OH:16])[CH2:11]2)[C:2]1[CH:7]=[CH:6][CH:5]=[CH:4][CH:3]=1.[C:17](=[O:24])([O:19][C:20]([CH3:23])([CH3:22])[CH3:21])[NH2:18]>>[CH2:1]([N:8]1[CH2:13][CH:12]2[CH2:14][CH2:15][CH:9]1[CH:10]([OH:16])[CH2:11]2)[C:2]1[CH:3]=[CH:4][CH:5]=[CH:6][CH:7]=1.[O:16]=[C:10]1[CH:9]2[CH2:15][CH2:14][CH:12]([CH2:13][N:18]2[C:17]([O:19][C:20]([CH3:23])([CH3:22])[CH3:21])=[O:24])[CH2:11]1. Procedure details: 2-benzyl-2-azabicyclo[2.2.2]octan-6-ol is prepared using a method analogous to that described in U.S. Ser. No. 05/147,873. 2-benzyl-2-azabicyclo[2.2.2]octan-6-ol is debenzylated and subsequently protected as the tert-butyl carbamate using procedures analogous to those described in Example 1. Oxidation of the resulting intermediate alcohol using the Swern protocol affords the title product. Reactants: N1[C@@H](CCC1=O)C(=O)N[C@@H](C)C(=O)N[C@@H](CCCCNC(=O)OC(C)(C)C)C(=O)N[C@@H](CO)C(=O)N[C@@H](CCC(N)=O)C(=O)N[C@H](CC1=CC=CC=C1)C(=O)NCC(=O)N[C@@H](CO)C(=O)N[C@@H](CC(N)=O)C(=O)OC(C)(C)C (pGlu-Ala-Lys(Boc)-Ser-Gln-(D)-Phe-Gly-Ser-Asn-OBut), amino acid, N[C@@H](C)C(=O)O (Ala), Cl (HCl), N[C@@H](CCC(O)=O)C(=O)O (Glu), N[C@@H](CC1=CC=CC=C1)C(=O)O (Phe), NCC(=O)O (Gly), N[C@@H](CC(O)=O)C(=O)O (Asp), FC(C(=O)O)(F)F (trifluoroacetic acid), Avicel, N[C@@H](CCCCN)C(=O)O (Lys). Run in O (water). The product is N1[C@@H](CCC1=O)C(=O)N[C@@H](C)C(=O)N[C@@H](CCCCN)C(=O)N[C@@H](CO)C(=O)N[C@@H](CCC(N)=O)C(=O)N[C@H](CC1=CC=CC=C1)C(=O)NCC(=O)N[C@@H](CO)C(=O)N[C@@H](CC(N)=O)C(=O)O (pGlu-Ala-Lys-Ser-Gln-(D)-Phe-Gly-Ser-Asn-OH). RXN SMILES: [NH:1]1[C:5](=[O:6])[CH2:4][CH2:3][C@H:2]1[C:7]([NH:9][C@H:10]([C:12]([NH:14][C@H:15]([C:28]([NH:30][C@H:31]([C:34]([NH:36][C@H:37]([C:43]([NH:45][C@@H:46]([C:54]([NH:56][CH2:57][C:58]([NH:60][C@H:61]([C:64]([NH:66][C@H:67]([C:72]([O:74]C(C)(C)C)=[O:73])[CH2:68][C:69](=[O:71])[NH2:70])=[O:65])[CH2:62][OH:63])=[O:59])=[O:55])[CH2:47][C:48]1[CH:53]=[CH:52][CH:51]=[CH:50][CH:49]=1)=[O:44])[CH2:38][CH2:39][C:40](=[O:42])[NH2:41])=[O:35])[CH2:32][OH:33])=[O:29])[CH2:16][CH2:17][CH2:18][CH2:19][NH:20]C(OC(C)(C)C)=O)=[O:13])[CH3:11])=[O:8].FC(F)(F)C(O)=O.Cl.N[C@H](C(O)=O)CCCCN.N[C@H](C(O)=O)CC(=O)O.N[C@H](C(O)=O)CCC(=O)O.NCC(O)=O.N[C@H](C(O)=O)C.N[C@H](C(O)=O)CC1C=CC=CC=1>O>[NH:1]1[C:5](=[O:6])[CH2:4][CH2:3][C@H:2]1[C:7]([NH:9][C@H:10]([C:12]([NH:14][C@H:15]([C:28]([NH:30][C@H:31]([C:34]([NH:36][C@H:37]([C:43]([NH:45][C@@H:46]([C:54]([NH:56][CH2:57][C:58]([NH:60][C@H:61]([C:64]([NH:66][C@H:67]([C:72]([OH:74])=[O:73])[CH2:68][C:69](=[O:71])[NH2:70])=[O:65])[CH2:62][OH:63])=[O:59])=[O:55])[CH2:47][C:48]1[CH:53]=[CH:52][CH:51]=[CH:50][CH:49]=1)=[O:44])[CH2:38][CH2:39][C:40](=[O:42])[NH2:41])=[O:35])[CH2:32][OH:33])=[O:29])[CH2:16][CH2:17][CH2:18][CH2:19][NH2:20])=[O:13])[CH3:11])=[O:8]. Procedure details: Using 500 mg of pGlu-Ala-Lys(Boc)-Ser-Gln-(D)-Phe-Gly-Ser-Asn-OBut and 15 ml of trifluoroacetic acid, the same procedure as Example 5-(VIII) is followed to prepare the above-identified compound. Yield 280 mg; [α]D24 -51.7°(c=0.2, water), Rf4 (Avicel)=0.35; amino acid analysis (hydrolyzed with HCl); Lys, 1.00(1); Asp, 0.70(1); Ser, 2.02(2); Glu, 2.03(2); Gly, 1.02(1); Ala, 0.77(1); Phe, 1.01(1); average recovery 84.5%. Solvent: C(=O)(C)C#N (AcCN). Conditions: time 8 hour. Product: C(C)(=O)C=1OC(=CN1)CN1N=CC(=N1)NC(=O)C=1N=COC1C=1C=C(C=CC1)C (5-m-Tolyl-oxazole-4-carboxylic acid [2-(2-acetyl-oxazol-5-ylmethyl)-2H-[1,2,3]triazol-4-yl]-amide). The reagents and catalysts are O=[Mn]=O (MnO2). Reaction SMILES: N#N.[OH:3][CH:4]([C:6]1[O:7][C:8]([CH2:11][N:12]2[N:16]=[C:15]([NH:17][C:18]([C:20]3[N:21]=[CH:22][O:23][C:24]=3[C:25]3[CH:26]=[C:27]([CH3:31])[CH:28]=[CH:29][CH:30]=3)=[O:19])[CH:14]=[N:13]2)=[CH:9][N:10]=1)[CH3:5]>C(C#N)(C)=O.O=[Mn]=O>[C:4]([C:6]1[O:7][C:8]([CH2:11][N:12]2[N:16]=[C:15]([NH:17][C:18]([C:20]3[N:21]=[CH:22][O:23][C:24]=3[C:25]3[CH:26]=[C:27]([CH3:31])[CH:28]=[CH:29][CH:30]=3)=[O:19])[CH:14]=[N:13]2)=[CH:9][N:10]=1)(=[O:3])[CH3:5]. Reported procedure: In a flame dried round-bottomed flask equipped with a magnetic stir bar and under inert atmosphere (N2), a solution of 5-m-tolyl-oxazole-4-carboxylic acid {2-[2-(1-hydroxy-ethyl)-oxazol-5-ylmethyl]-2H-[1,2,3]triazol-4-yl}-amide (44 mg, 0.11 mmol) in AcCN (1.5 mL) was treated at rt with MnO2 (81 mg, 0.84 mmol) and the reaction mixture was stirred at rt overnight before being filtered through Celite. The solvent was removed under reduced pressure and the residue was dissolved in EA (10 mL), washed... Reactants: OC(C)C=1OC(=CN1)CN1N=CC(=N1)NC(=O)C=1N=COC1C=1C=C(C=CC1)C (5-m-tolyl-oxazole-4-carboxylic acid {2-[2-(1-hydroxy-ethyl)-oxazol-5-ylmethyl]-2H-[1,2,3]triazol-4-yl}-amide), N#N (N2). Reactants: FC1=CC=CC=2C3=C(N(C12)C)CCN(C3=O)CC=3N=CNC3C (6-fluoro-2,3,4,5-tetrahydro-5-methyl-2-[(5-methyl -1H-imidazol-4-yl)methyl]-1H-pyrido[4,3-b]indol-1-one), [H-].[Al+3].[Li+].[H-].[H-].[H-] (lithium aluminium hydride), S(=O)(=O)([O-])[O-].[Na+].[Na+] (sodium sulphate), O (water). Run in C1CCOC1 (THF). The product is FC1=CC=CC=2C3=C(N(C12)C)CCN(C3)CC=3N=CNC3C (6-Fluoro-2,3,4,5-tetrahydro-5-methyl-2-[(5-methyl-1H-imidazol-4-yl)methyl]-1H-pyrido[4,3-b]indole). The yield is 74.1%. As a reaction SMILES: [F:1][C:2]1[C:10]2[N:9]([CH3:11])[C:8]3[CH2:12][CH2:13][N:14]([CH2:17][C:18]4[N:19]=[CH:20][NH:21][C:22]=4[CH3:23])[C:15](=O)[C:7]=3[C:6]=2[CH:5]=[CH:4][CH:3]=1.[H-].[Al+3].[Li+].[H-].[H-].[H-].O.S([O-])([O-])(=O)=O.[Na+].[Na+]>C1COCC1>[F:1][C:2]1[C:10]2[N:9]([CH3:11])[C:8]3[CH2:12][CH2:13][N:14]([CH2:17][C:18]4[N:19]=[CH:20][NH:21][C:22]=4[CH3:23])[CH2:15][C:7]=3[C:6]=2[CH:5]=[CH:4][CH:3]=1 |f:1.2.3.4.5.6,8.9.10|. Reported procedure: A stirred solution of 6-fluoro-2,3,4,5-tetrahydro-5-methyl-2-[(5-methyl -1H-imidazol-4-yl)methyl]-1H-pyrido[4,3-b]indol-1-one (277 mg) in dry THF (75 ml) was treated portionwise with lithium aluminium hydride (67 mg) under nitrogen, and the suspension was then heated at reflux for 2 h. After cooling, water (10 ml) was added dropwise followed by sodium sulphate, and the mixture was then filtered. The filtrate was adsorbed onto silica and purified by FCC eluting with System A (100:8:1) to give the... The reactants are anhydride, BrC1=C(C=CC(=C1)OC(F)(F)F)O (2-bromo-4-(trifluoromethoxy)phenol), S(=O)(=O)([O-])[O-] (sulphate). Solvent: N1=CC=CC=C1 (pyridine). Reaction conditions: time 2 hour. Yields the product FC(S(=O)(=O)OC1=C(C=C(C=C1)OC(F)(F)F)Br)(F)F (2-Bromo-4-(trifluoromethoxy)phenyl Trifluoromethanesulfonate). Yield: 85.0%. As a reaction SMILES: [Br:1][C:2]1[CH:7]=[C:6]([O:8][C:9]([F:12])([F:11])[F:10])[CH:5]=[CH:4][C:3]=1[OH:13].[S:14]([O-:18])([O-])(=O)=[O:15]>N1C=CC=CC=1>[F:10][C:9]([F:12])([F:11])[S:14]([O:13][C:3]1[CH:4]=[CH:5][C:6]([O:8][C:9]([F:11])([F:12])[F:10])=[CH:7][C:2]=1[Br:1])(=[O:18])=[O:15]. Procedure: To a cooled (0° C.) solution of 2-bromo-4-(trifluoromethoxy)phenol (Description 11, 10 g, 40 mmol) in pyridine (20 ml), was added trifluooromethanesulphonic anhydride (7.2 ml, 44 mmol), and the reaction was stirred at ambient temperature for 2 h. The reaction was diluted with saturated cooper (II) sulphate (80 ml) and extracted into ethyl acetate (3×60 ml). The combined organic fractions were washed with water (80 ml), brine (80 ml), dried (MgSO4) and evaporated in vacuo. Purification on silica,... Starting materials: COC(C1=CC(=CC=C1)CC1=CC(=C(C=C1)N1S(NC(C1)=O)(=O)=O)OCC1=CC=CC=C1)=O (3-[3-benzyloxy-4-(1,1,4-trioxo-1,2,5-thiadiazolidin-2-yl)-benzyl]-benzoic acid methyl ester), [Li+].[OH-] (LiOH), Cl (HCl). Run in C1CCOC1 (THF), O (H2O). Reaction conditions: time 8 hour. Yields the product C(C1=CC=CC=C1)OC=1C=C(CC=2C=C(C(=O)O)C=CC2)C=CC1N1S(NC(C1)=O)(=O)=O (3-[3-benzyloxy-4-(1,1,4-trioxo-1,2,5-thiadiazolidin-2-yl)-benzyl]-benzoic acid). RXN SMILES: C[O:2][C:3](=[O:33])[C:4]1[CH:9]=[CH:8][CH:7]=[C:6]([CH2:10][C:11]2[CH:16]=[CH:15][C:14]([N:17]3[CH2:21][C:20](=[O:22])[NH:19][S:18]3(=[O:24])=[O:23])=[C:13]([O:25][CH2:26][C:27]3[CH:32]=[CH:31][CH:30]=[CH:29][CH:28]=3)[CH:12]=2)[CH:5]=1.[Li+].[OH-].Cl>C1COCC1.O>[CH2:26]([O:25][C:13]1[CH:12]=[C:11]([CH:16]=[CH:15][C:14]=1[N:17]1[CH2:21][C:20](=[O:22])[NH:19][S:18]1(=[O:23])=[O:24])[CH2:10][C:6]1[CH:5]=[C:4]([CH:9]=[CH:8][CH:7]=1)[C:3]([OH:33])=[O:2])[C:27]1[CH:28]=[CH:29][CH:30]=[CH:31][CH:32]=1 |f:1.2|. Procedure: To a solution of 3-[3-benzyloxy-4-(1,1,4-trioxo-1,2,5-thiadiazolidin-2-yl)-benzyl]-benzoic acid methyl ester (intermediate from Example LBY596) (0.3 g, 0.643 mmol) in THF is added a solution of LiOH (0.081 g, 1.929 mmol) in H2O. The reaction is stirred at ambient temperature overnight. The mixture is poured into 1 M HCl and extracted with EtOAc. The organic layer is dried over MgSO4, filtered and concentrated to afford a brown oil. The oil is place under high vacuum to afford solid 3-[3-benzylox...